describe an organic reaction: reactants, conditions, products, and yield From a dataset of the Open Reaction Database (ORD), a public repository of structured organic reaction records. The reactants are BrCC#N (2-Bromoacetonitrile), C(C)N(C(C)C)C(C)C (N-ethyl-N-isopropylpropan-2-amine), COC1=CC(=C(COC(=O)N([C@H](C(=O)O)CSSCC)C)C=C1OC)[N+](=O)[O-] ((R)-2-((((4,5-dimethoxy-2-nitrobenzyl)oxy) carbonyl)(methyl)amino)-3-(ethyldisulfanyl)propanoic acid), COC1=CC(=C(COC(=O)N([C@H](C(=O)O)CSSCC)C)C=C1OC)[N+](=O)[O-] ((R)-2-((((4,5-dimethoxy-2-nitrobenzyl)oxy) carbonyl)(methyl)amino)-3-(ethyldisulfanyl)propanoic acid), [Cl-].[NH4+] (ammonium chloride). Solvent: CN(C)C=O (DMF). Run at time 10 minute. Yields the product COC1=CC(=C(COC(=O)N([C@H](C(=O)OCC#N)CSSCC)C)C=C1OC)[N+](=O)[O-] ((R)-cyanomethyl 2-((((4,5-dimethoxy-2-nitrobenzyl)oxy)carbonyl)(methyl)amino)-3-(ethyldisulfanyl)propanoate). Yield: 85.0%. As a reaction SMILES: Br[CH2:2][C:3]#[N:4].C(N(C(C)C)C(C)C)C.[CH3:14][O:15][C:16]1[C:36]([O:37][CH3:38])=[CH:35][C:19]([CH2:20][O:21][C:22]([N:24]([CH3:34])[C@@H:25]([CH2:29][S:30][S:31][CH2:32][CH3:33])[C:26]([OH:28])=[O:27])=[O:23])=[C:18]([N+:39]([O-:41])=[O:40])[CH:17]=1.[Cl-].[NH4+]>CN(C=O)C>[CH3:14][O:15][C:16]1[C:36]([O:37][CH3:38])=[CH:35][C:19]([CH2:20][O:21][C:22]([N:24]([CH3:34])[C@@H:25]([CH2:29][S:30][S:31][CH2:32][CH3:33])[C:26]([O:28][CH2:2][C:3]#[N:4])=[O:27])=[O:23])=[C:18]([N+:39]([O-:41])=[O:40])[CH:17]=1 |f:3.4|. Procedure: 2-Bromoacetonitrile (0.115 ml, 1.65 mmol) and N-ethyl-N-isopropylpropan-2-amine (0.105 ml, 0.604 mmol) were added to a solution of (R)-2-((((4,5-dimethoxy-2-nitrobenzyl)oxy)carbonyl)(methyl)amino)-3-(ethyldisulfanyl)propanoic acid (Compound 2k-F) (238 mg, 0.549 mmol) in DMF (2.5 ml), and the mixture was stirred at room temperature for 10 minutes. A saturated aqueous ammonium chloride solution (3 ml) was added to the reaction mixture, after which the mixture was extracted with ethyl acetate and t... Starting materials: CC(=O)[O-], CC(=O)[O-], CCCCCCC, ClCCl, OCc1cccc(C(F)(F)F)c1, CCOC(=O)C=[N+]=[N-], [Rh+2]. RXN SMILES: [C:31]([O-:32])(=[O:33])[CH3:34].[C:36]([O-:37])(=[O:38])[CH3:39].[CH3:24][CH2:25][CH2:26][CH2:27][CH2:28][CH2:29][CH3:30].[Cl:21][CH2:22][Cl:23].[F:1][C:2]([c:3]1[cH:4][c:5]([CH2:6][OH:7])[cH:8][cH:9][cH:10]1)([F:11])[F:12].[N+:13](=[N-:14])=[CH:15][C:16](=[O:17])[O:18][CH2:19][CH3:20].[Rh+2:35]>>[F:1][C:2]([c:3]1[cH:4][c:5]([CH2:6][O:7][CH2:15][C:16](=[O:17])[O:18][CH2:19][CH3:20])[cH:8][cH:9][cH:10]1)([F:11])[F:12]. Product: CCOC(=O)COCc1cccc(C(F)(F)F)c1. Starting materials: C(C1=CC=CC=C1)(OC)=N (methyl benzimidate), NCCO (2-aminoethanol). The product is C1(=CC=CC=C1)C=1OCCN1 (2-phenyl-2-oxazoline). RXN SMILES: [C:1](=[NH:10])([O:8][CH3:9])[C:2]1[CH:7]=[CH:6][CH:5]=[CH:4][CH:3]=1.N[CH2:12]CO>>[C:2]1([C:1]2[O:8][CH2:9][CH2:12][N:10]=2)[CH:7]=[CH:6][CH:5]=[CH:4][CH:3]=1. Reported procedure: The methods (1) to (6) will be described more specifically. For example, as the method (1), potassium hydroxide or acetic anhydride is reacted to 2-chloroethylformamide to provide 2-oxazoline, and the case where 2-bromoethylbenzamide is used provides 2-phenyl-2-oxazoline (see, for example Non-patent Document 1). As the method (2), thionyl chloride is reacted to 2-formamide ethanol to provide 2-oxazoline, and N-(2-hydroxyethyl)benzamide is heated with phosphorous pentoxide to provide 2-phenyl-2-o... Reactants: ClC=1C(=C2C(=NC1C1=CC(=CC=C1)Cl)CCC2)N (3-chloro-2-(3-chlorophenyl)-6,7-dihydro-5H-cyclopenta[b]pyridin-4-amine), BrC1=CC=C(C=C1)CC#N ((4-bromophenyl)acetonitrile), CC(C)C1=CC(=C(C(=C1)C(C)C)C2=C(C=CC=C2)P(C3CCCCC3)C4CCCCC4)C(C)C (X-Phos), P(=O)([O-])([O-])[O-].[K+].[K+].[K+] (potassium phosphate), BrC1=CC=C(C=C1)CC#N ((4-bromophenyl)acetonitrile), CC(C)C1=CC(=C(C(=C1)C(C)C)C2=C(C=CC=C2)P(C3CCCCC3)C4CCCCC4)C(C)C (X-Phos), BrC1=CC=C(C=C1)CC#N ((4-bromophenyl)acetonitrile), CC(C)C1=CC(=C(C(=C1)C(C)C)C2=C(C=CC=C2)P(C3CCCCC3)C4CCCCC4)C(C)C (X-Phos). Reagents/catalysts: C=1C=CC(=CC1)/C=C/C(=O)/C=C/C2=CC=CC=C2.C=1C=CC(=CC1)/C=C/C(=O)/C=C/C2=CC=CC=C2.C=1C=CC(=CC1)/C=C/C(=O)/C=C/C2=CC=CC=C2.[Pd].[Pd] (Pd2(dba)3), C=1C=CC(=CC1)/C=C/C(=O)/C=C/C2=CC=CC=C2.C=1C=CC(=CC1)/C=C/C(=O)/C=C/C2=CC=CC=C2.C=1C=CC(=CC1)/C=C/C(=O)/C=C/C2=CC=CC=C2.[Pd].[Pd] (Pd2(dba)3), C=1C=CC(=CC1)/C=C/C(=O)/C=C/C2=CC=CC=C2.C=1C=CC(=CC1)/C=C/C(=O)/C=C/C2=CC=CC=C2.C=1C=CC(=CC1)/C=C/C(=O)/C=C/C2=CC=CC=C2.[Pd].[Pd] (Pd2(dba)3). Solvent: C1(=CC=CC=C1)C (toluene), C1(=CC=CC=C1)C (toluene), C1(=CC=CC=C1)C (toluene). Run at temperature 100 celsius, time 30 hour. Product: Cl.ClC=1C(=C2C(=NC1C1=CC(=CC=C1)Cl)CCC2)NC2=CC=C(C=C2)CC#N (2-(4-((3-Chloro-2-(3-chlorophenyl)-6,7-dihydro-5H-cyclopenta[b]pyridin-4-yl)amino)phenyl)acetonitrile hydrochloride). Yield: 48.8%. RXN SMILES: [Cl:1][C:2]1[C:3]([NH2:18])=[C:4]2[CH2:17][CH2:16][CH2:15][C:5]2=[N:6][C:7]=1[C:8]1[CH:13]=[CH:12][CH:11]=[C:10]([Cl:14])[CH:9]=1.Br[C:20]1[CH:25]=[CH:24][C:23]([CH2:26][C:27]#[N:28])=[CH:22][CH:21]=1.CC(C1C=C(C(C)C)C(C2C=CC=CC=2P(C2CCCCC2)C2CCCCC2)=C(C(C)C)C=1)C.P([O-])([O-])([O-])=O.[K+].[K+].[K+]>C1(C)C=CC=CC=1.C1C=CC(/C=C/C(/C=C/C2C=CC=CC=2)=O)=CC=1.C1C=CC(/C=C/C(/C=C/C2C=CC=CC=2)=O)=CC=1.C1C=CC(/C=C/C(/C=C/C2C=CC=CC=2)=O)=CC=1.[Pd].[Pd]>[ClH:1].[Cl:1][C:2]1[C:3]([NH:18][C:20]2[CH:25]=[CH:24][C:23]([CH2:26][C:27]#[N:28])=[CH:22][CH:21]=2)=[C:4]2[CH2:17][CH2:16][CH2:15][C:5]2=[N:6][C:7]=1[C:8]1[CH:13]=[CH:12][CH:11]=[C:10]([Cl:14])[CH:9]=1 |f:3.4.5.6,8.9.10.11.12,13.14|. Procedure: A 20-mL vial, with stirrer bar, was charged with 3-chloro-2-(3-chlorophenyl)-6,7-dihydro-5H-cyclopenta[b]pyridin-4-amine (0.110 g, 0.39 mmol), (4-bromophenyl)acetonitrile (0.085 g, 0.43 mmol), Pd2(dba)3 (0.011 g, 12 mmol), X-Phos (0.021 g, 0.043 mmol) and potassium phosphate (0.125 g, 0.49 mmol) in toluene (4 mL) at rt. The reaction mixture was placed under argon and stirred at 100° C. for 30 h. After this time, additional (4-bromophenyl)acetonitrile (0.085 g, 0.43 mmol), Pd2(dba)3 (0.011 g, 0.0... Reactants: COC=1C=C(C(=O)NC2=CC=CC=C2)C=CC1OC (3,4-dimethoxy-N-phenyl-benzamide), [OH-].[K+] (KOH), CC1=CC=C(C=C1)S(=O)(=O)OCCC=C (but-3-enyl 4-methylbenzenesulfonate). Solvent: CCOC(=O)C (EtOAc), CS(=O)C (DMSO). Run at temperature 80 celsius. The product is C(CC=C)N(C(C1=CC(=C(C=C1)OC)OC)=O)C1=CC=CC=C1 (N-but-3-enyl-3,4-dimethoxy-N-phenyl-benzamide). Isolated yield 50.0%. RXN SMILES: [CH3:1][O:2][C:3]1[CH:4]=[C:5]([CH:15]=[CH:16][C:17]=1[O:18][CH3:19])[C:6]([NH:8][C:9]1[CH:14]=[CH:13][CH:12]=[CH:11][CH:10]=1)=[O:7].[OH-].[K+].[CH3:22][C:23]1C=CC(S(OCCC=C)(=O)=O)=[CH:25][CH:24]=1>CS(C)=O.CCOC(C)=O>[CH2:25]([N:8]([C:9]1[CH:14]=[CH:13][CH:12]=[CH:11][CH:10]=1)[C:6](=[O:7])[C:5]1[CH:15]=[CH:16][C:17]([O:18][CH3:19])=[C:3]([O:2][CH3:1])[CH:4]=1)[CH2:24][CH:23]=[CH2:22] |f:1.2|. Procedure: To a solution of 3,4-dimethoxybenzanilide 33 (771 mg, 3 mmol) and KOH (4 equiv) in DMSO (6 mL) was added but-3-enyl 4-methylbenzenesulfonate (2.85 g, 4 equiv) [prepared as reported in the Journal of the American Chemical Society 2009, 6003] at room temperature and the mixture was heated at 80° C. for 72 h. The mixture was cooled, taken up in EtOAc and washed twice with water. The organic layer was dried over magnesium sulfate, filtered and concentrated to dryness. The residue was purified by col... Starting materials: N-[6-propylpyridine]-N′-[4-[N-Bocamino]pheny]-4-thiazolyl, C(=O)(C(F)(F)F)O (TFA), C(CC)C1=CC=CC(=N1)NC(NC=1N=C(SC1)C1=CC=C(C=C1)NC(OC(C)(C)C)=O)=O (Tert-Butyl (4-{4-[3-(6-propylpyridin-2-yl)ureido]-thiazol-2-yl}phenyl)carbamate), C1(=CC=CC=C1)SC (thioanisole). The solvent is C(Cl)Cl (CH2Cl2). Conditions: time 6 hour. The product is NC1=CC=C(C=C1)C=1SC=C(N1)NC(=O)NC1=NC(=CC=C1)CCC (1-[2-(4-Aminophenyl)thiazol-4-yl]-3-(6-propylpyridin-2-yl)urea). RXN SMILES: [CH2:1]([C:4]1[N:9]=[C:8]([NH:10][C:11](=[O:32])[NH:12][C:13]2[N:14]=[C:15]([C:18]3[CH:23]=[CH:22][C:21]([NH:24]C(=O)OC(C)(C)C)=[CH:20][CH:19]=3)[S:16][CH:17]=2)[CH:7]=[CH:6][CH:5]=1)[CH2:2][CH3:3].C1(SC)C=CC=CC=1.C(O)(C(F)(F)F)=O>C(Cl)Cl>[NH2:24][C:21]1[CH:22]=[CH:23][C:18]([C:15]2[S:16][CH:17]=[C:13]([NH:12][C:11]([NH:10][C:8]3[CH:7]=[CH:6][CH:5]=[C:4]([CH2:1][CH2:2][CH3:3])[N:9]=3)=[O:32])[N:14]=2)=[CH:19][CH:20]=1. Procedure details: In an oven-dried, 25-mL, round-bottomed flask were placed N-[6-propylpyridine]-N′-[4-[N-Bocamino]pheny]-4-thiazolyl]urea (55 mg, 0.12 mmol, Example 187), thioanisole (0.35 mL) in CH2Cl2 (10 mL). TFA (0.35 mL) was added, the mixture was stirred at RT for 6 h then concentrated in vacuo. Purification by flash chromatography on silica gel [EtOAc/hexane (extracted with aq. NH4OH), 40:60] afforded the title compound. MS m/z: 354.0 (M+H). Calc'd for C18H19N50S: 353.13. The product is CC(C)(C)OC(=O)N1CCN(c2ccc(C(F)(F)F)cc2CNc2ccc3c(=O)[nH]nc(Cl)c3c2)CC1. As a reaction SMILES: [Br:1][c:2]1[cH:3][c:4]2[c:5]([Cl:13])[n:6][nH:7][c:8](=[O:12])[c:9]2[cH:10][cH:11]1.[C:14]([CH3:15])([CH3:16])([CH3:17])[O:18][C:19](=[O:20])[N:21]1[CH2:22][CH2:23][N:24]([c:27]2[c:28]([CH2:37][NH2:38])[cH:29][c:30]([C:33]([F:34])([F:35])[F:36])[cH:31][cH:32]2)[CH2:25][CH2:26]1.[O:105]=[C:106]([CH:107]=[CH:108][c:109]1[cH:110][cH:111][cH:112][cH:113][cH:114]1)[CH:115]=[CH:116][c:117]1[cH:118][cH:119][cH:120][cH:121][cH:122]1.[O:123]=[C:124]([CH:125]=[CH:126][c:127]1[cH:128][cH:129][cH:130][cH:131][cH:132]1)[CH:133]=[CH:134][c:135]1[cH:136][cH:137][cH:138][cH:139][cH:140]1.[O:87]=[C:88]([CH:89]=[CH:90][c:91]1[cH:92][cH:93][cH:94][cH:95][cH:96]1)[CH:97]=[CH:98][c:99]1[cH:100][cH:101][cH:102][cH:103][cH:104]1.[Pd:85].[Pd:86].[cH:39]1[cH:40][cH:41][c:42]([P:43]([c:44]2[cH:45][cH:46][c:47]3[c:48]([cH:49][cH:50][cH:51][cH:52]3)[c:53]2-[c:54]2[c:55]3[c:56]([cH:57][cH:58][cH:59][cH:60]3)[cH:61][cH:62][c:63]2[P:64]([c:65]2[cH:66][cH:67][cH:68][cH:69][cH:70]2)[c:71]2[cH:72][cH:73][cH:74][cH:75][cH:76]2)[c:77]2[cH:78][cH:79][cH:80][cH:81][cH:82]2)[cH:83][cH:84]1>>[c:2]1([NH:38][CH2:37][c:28]2[c:27]([N:24]3[CH2:23][CH2:22][N:21]([C:19]([O:18][C:14]([CH3:15])([CH3:16])[CH3:17])=[O:20])[CH2:26][CH2:25]3)[cH:32][cH:31][c:30]([C:33]([F:34])([F:35])[F:36])[cH:29]2)[cH:3][c:4]2[c:5]([Cl:13])[n:6][nH:7][c:8](=[O:12])[c:9]2[cH:10][cH:11]1. The reactants are O=c1[nH]nc(Cl)c2cc(Br)ccc12, CC(C)(C)OC(=O)N1CCN(c2ccc(C(F)(F)F)cc2CN)CC1, O=C(C=Cc1ccccc1)C=Cc1ccccc1, O=C(C=Cc1ccccc1)C=Cc1ccccc1, O=C(C=Cc1ccccc1)C=Cc1ccccc1, [Pd], [Pd], c1ccc(P(c2ccccc2)c2ccc3ccccc3c2-c2c(P(c3ccccc3)c3ccccc3)ccc3ccccc23)cc1.